This data is from the Open Reaction Database (ORD), a public repository of structured organic reaction records. The task is: describe an organic reaction: reactants, conditions, products, and yield RXN SMILES: [C:1]([CH3:2])([CH3:3])([CH3:4])[O:5][C:6](=[O:7])[N:8]1[CH:9]([CH2:21][CH2:22][OH:23])[CH2:10][N:11]([C:14](=[O:15])[O:16][C:17]([CH3:18])([CH3:19])[CH3:20])[CH2:12][CH2:13]1.[C:43]([Br:44])([Br:45])([Br:46])[Br:47].[CH2:48]([Cl:49])[Cl:50].[c:24]1([P:25]([c:26]2[cH:27][cH:28][cH:29][cH:30][cH:31]2)[c:32]2[cH:33][cH:34][cH:35][cH:36][cH:37]2)[cH:38][cH:39][cH:40][cH:41][cH:42]1>>[C:1]([CH3:2])([CH3:3])([CH3:4])[O:5][C:6](=[O:7])[N:8]1[CH:9]([CH2:21][CH2:22][Br:44])[CH2:10][N:11]([C:14](=[O:15])[O:16][C:17]([CH3:18])([CH3:19])[CH3:20])[CH2:12][CH2:13]1. The reactants are CC(C)(C)OC(=O)N1CCN(C(=O)OC(C)(C)C)C(CCO)C1, BrC(Br)(Br)Br, ClCCl, c1ccc(P(c2ccccc2)c2ccccc2)cc1. Yields the product CC(C)(C)OC(=O)N1CCN(C(=O)OC(C)(C)C)C(CCBr)C1. The reactants are CCOC(=O)COc1c(C(=O)OC)sc(-c2cccc(NCc3cccc(N)c3)c2)c1Br, CS(=O)(=O)Cl, Cl, c1ccncc1. Product: CCOC(=O)COc1c(C(=O)OC)sc(-c2cccc(NCc3cccc(NS(C)(=O)=O)c3)c2)c1Br. Reaction SMILES: [CH3:1][O:2][C:3](=[O:4])[c:5]1[s:6][c:7](-[c:18]2[cH:19][c:20]([NH:24][CH2:25][c:26]3[cH:27][c:28]([NH2:32])[cH:29][cH:30][cH:31]3)[cH:21][cH:22][cH:23]2)[c:8]([Br:17])[c:9]1[O:10][CH2:11][C:12](=[O:13])[O:14][CH2:15][CH3:16].[CH3:33][S:34](=[O:35])(=[O:36])[Cl:37].[ClH:38].[cH:39]1[cH:40][cH:41][n:42][cH:43][cH:44]1>>[CH3:1][O:2][C:3](=[O:4])[c:5]1[s:6][c:7](-[c:18]2[cH:19][c:20]([NH:24][CH2:25][c:26]3[cH:27][c:28]([NH:32][S:34]([CH3:33])(=[O:35])=[O:36])[cH:29][cH:30][cH:31]3)[cH:21][cH:22][cH:23]2)[c:8]([Br:17])[c:9]1[O:10][CH2:11][C:12](=[O:13])[O:14][CH2:15][CH3:16]. The reactants are C1CCOC1 (THF), [OH-].[Li+] (lithium hydroxide), CC=1N(C2=CC=CC=C2C1C(=O)C1=CC=C(C=C1)C)C1=CC=C(C=C1)CO[C@@H](C(=O)N1CCOCC1)C ([2-Methyl-1-(4-{[(1R)-1-methyl-2-morphlin-4-yl-2-oxoethoxy]methyl}phenyl)-1H-indol-3-yl](4-methylphenyl)methanone). Solvent: O (water), CO (methanol). Yields the product CC=1N(C2=CC=CC=C2C1C(C1=CC=C(C=C1)C)=O)C1=CC=C(CO[C@@H](C(=O)O)C)C=C1 ((2R)-2-({4-[2-Methyl-3-(4-methylbenzoyl)-1H-indol-1-yl]benzyl}oxy)propionic acid). Reaction SMILES: [CH3:1][C:2]1[N:3]([C:20]2[CH:25]=[CH:24][C:23]([CH2:26][O:27][C@H:28]([CH3:37])[C:29](N3CCOCC3)=[O:30])=[CH:22][CH:21]=2)[C:4]2[C:9]([C:10]=1[C:11]([C:13]1[CH:18]=[CH:17][C:16]([CH3:19])=[CH:15][CH:14]=1)=[O:12])=[CH:8][CH:7]=[CH:6][CH:5]=2.C1C[O:41]CC1.[OH-].[Li+]>CO.O>[CH3:1][C:2]1[N:3]([C:20]2[CH:21]=[CH:22][C:23]([CH2:26][O:27][C@H:28]([CH3:37])[C:29]([OH:41])=[O:30])=[CH:24][CH:25]=2)[C:4]2[C:9]([C:10]=1[C:11](=[O:12])[C:13]1[CH:14]=[CH:15][C:16]([CH3:19])=[CH:17][CH:18]=1)=[CH:8][CH:7]=[CH:6][CH:5]=2 |f:2.3|. Procedure details: The compound of Example 89-1 (33 mg, 0.06 mmol) was dissolved in methanol (1 ml) and THF (1 ml) and thereto was added 2N aqueous lithium hydroxide solution (1 ml), followed by stirring under reflux for 10 hours. The mixture was diluted with water and washed with ethyl ether. The aqueous layer was adjusted to around pH 4 with 5% aqueous potassium hydrogen sulfate solution and the solution was extracted with ethyl acetate. The organic layer was washed with saturated brine, dried over anhydrous sod... Reactants: CO (MeOH), Cl (HCl), C1(CCCC1)[C@H](NS(=O)C(C)(C)C)C1=NC=CC=C1 ((RS)—N-((S)-cyclopentyl(pyridin-2-yl)methyl)-2-methylpropane-2-sulfinamide). Run at time 1 hour. Yields the product Cl.C1(CCCC1)[C@@H](C1=NC=CC=C1)N ((S)-1-(Cyclopentyl)-1-(2-pyridinyl)methylamine HCl salt), CC(C[C@H](N)C1=NC=CC=C1)C ((S)-3-Methyl-1-(pyridin-2-yl)butan-1-amine). As a reaction SMILES: [ClH:1].[CH:2]1([C@@H:7]([C:15]2[CH:20]=[CH:19][CH:18]=[CH:17][N:16]=2)[NH:8]S(C(C)(C)C)=O)[CH2:6][CH2:5][CH2:4][CH2:3]1.[CH3:21]O>>[ClH:1].[CH:2]1([C@H:7]([NH2:8])[C:15]2[CH:20]=[CH:19][CH:18]=[CH:17][N:16]=2)[CH2:3][CH2:4][CH2:5][CH2:6]1.[CH3:21][CH:6]([CH3:5])[CH2:2][C@@H:7]([C:15]1[CH:20]=[CH:19][CH:18]=[CH:17][N:16]=1)[NH2:8] |f:3.4|. Reported procedure: The title compound was synthesized according to General Method I utilizing HCl (2.0 M in Et2O, 31.4 mL, 62.8 mmol) and a solution of (RS)—N-((S)-cyclopentyl(pyridin-2-yl)methyl)-2-methylpropane-2-sulfinamide (8.8 g, 31.4 mmol) in MeOH (100 mL). After the addition was complete the cooling bath was removed and the mixture was stirred at rt for 1 h. The reaction mixture was concentrated under reduced pressure and the residue was suspended in Et2O (125 mL). The precipitation was filtered off and was... The reactants are [Cl-].[NH4+] (ammonium chloride), BrCC=C (3-bromopropene), COC(=O)C1=NC=C(C(=C1OCC1=CC=CC=C1)O)C(NCC1=CC=C(C=C1)F)=O (3-benzyloxy-5-(4-fluoro-benzylcarbamoyl)-4-hydroxy-pyridine-2-carboxylic acid methyl ester), C([O-])([O-])=O.[Cs+].[Cs+] (cesium carbonate). The solvent is CN(C=O)C (dimethylformamide). Conditions: time 4.5 hour. The product is COC(=O)C=1N(C=C(C(C1OCC1=CC=CC=C1)=O)C(NCC1=CC=C(C=C1)F)=O)CC=C (1-allyl-3-benzyloxy-5-(4-fluoro-benzylcarbamoyl) 4-oxo-1,4-dihydro-pyridine-2-carboxylic acid methyl ester). Isolated yield 82.7%. As a reaction SMILES: Br[CH2:2][CH:3]=[CH2:4].[CH3:5][O:6][C:7]([C:9]1[C:14]([O:15][CH2:16][C:17]2[CH:22]=[CH:21][CH:20]=[CH:19][CH:18]=2)=[C:13]([OH:23])[C:12]([C:24](=[O:34])[NH:25][CH2:26][C:27]2[CH:32]=[CH:31][C:30]([F:33])=[CH:29][CH:28]=2)=[CH:11][N:10]=1)=[O:8].C(=O)([O-])[O-].[Cs+].[Cs+].[Cl-].[NH4+]>CN(C)C=O>[CH3:5][O:6][C:7]([C:9]1[N:10]([CH2:4][CH:3]=[CH2:2])[CH:11]=[C:12]([C:24](=[O:34])[NH:25][CH2:26][C:27]2[CH:32]=[CH:31][C:30]([F:33])=[CH:29][CH:28]=2)[C:13](=[O:23])[C:14]=1[O:15][CH2:16][C:17]1[CH:18]=[CH:19][CH:20]=[CH:21][CH:22]=1)=[O:8] |f:2.3.4,5.6|. Reported procedure: After 3-bromopropene (2.1 ml, 24.8 mmol) was added to a solution of the compound 14 (6.79 g, 16.5 mmol), and cesium carbonate (8.09 g, 24.8 mmol) in dimethylformamide (5 ml), the mixture was stirred at room temperature for 4.5 hours. To the reaction solution was added an aqueous ammonium chloride solution, and this was extracted with ethyl acetate, washed with water and an aqueous saturated sodium chloride solution, and dried with anhydrous sodium sulfate. The solvent was distilled off under red...